From a dataset of the Open Reaction Database (ORD), a public repository of structured organic reaction records. describe an organic reaction: reactants, conditions, products, and yield Starting materials: C[N-]C.C[N-]C.C[N-]C.C[N-]C.[V+4] (vanadium tetrakis(dimethylamide)), solution, C(CCC)[Li] (butyllithium). Solvent: CCCCCC (hexane), CCCCCC (hexane). Product: C[N-]C.C[N-]C.C(CCC)[V+2]CCCC (dibutylvanadium bis(dimethylamide)). As a reaction SMILES: [CH3:1][N-:2][CH3:3].[CH3:4][N-:5][CH3:6].C[N-]C.C[N-]C.[V+4:13].[CH2:14]([Li])[CH2:15][CH2:16][CH3:17]>CCCCCC>[CH3:1][N-:2][CH3:3].[CH3:4][N-:5][CH3:6].[CH2:14]([V+2:13][CH2:14][CH2:15][CH2:16][CH3:17])[CH2:15][CH2:16][CH3:17] |f:0.1.2.3.4,7.8.9|. Procedure details: To a dark-green solution of 0.048 g (0.21 mmol) of vanadium tetrakis(dimethylamide) in hexane was added from a syringe 0.26 ml of a 1.6 M solution of butyllithium (0.21 mmol) in hexane. Lithium dimethylamide precipitated rapidly. The total volume of liquid in the mixture was about 6 ml. After 15 minutes the mixture was filtered to give a clear green solution of dibutylvanadium bis(dimethylamide) in hexane. Starting materials: O=C([O-])[O-], Cc1ncsc1C(=O)CCCCl, Cn1nnnc1S, CC(C)=O, [K+], [K+]. Product: Cc1ncsc1C(=O)CCCSc1nnnn1C. As a reaction SMILES: [C:8](=[O:9])([O-:10])[O-:11].[CH3:14][c:15]1[n:16][cH:17][s:18][c:19]1[C:20](=[O:21])[CH2:22][CH2:23][CH2:24][Cl:25].[CH3:1][n:2]1[n:3][n:4][n:5][c:6]1[SH:7].[CH3:26][C:27](=[O:28])[CH3:29].[K+:12].[K+:13]>>[CH3:1][n:2]1[n:3][n:4][n:5][c:6]1[S:7][CH2:24][CH2:23][CH2:22][C:20]([c:19]1[c:15]([CH3:14])[n:16][cH:17][s:18]1)=[O:21]. Reactants: ClC1=CC2=C(CC(C3=C(S2)C=CC(=C3)C(C(=O)N)C)=O)C=C1 (2-(7-chloro-10,11-dihydro-11-oxodibenzo[b,f]thiepin-2-yl)-propionamide), [OH-].[K+] (potassium hydroxide), O (water), ice water, Cl (hydrochloric acid). The solvent is CCCCCC (n-hexane), CO (methanol), O1CCCC1 (tetrahydrofuran). Product: ClC1=CC2=C(CC(C3=C(S2)C=CC(=C3)C(C(=O)O)C)=O)C=C1 (2-(7-chloro-10,11-dihydro-11-oxodibenzo[b,f]thiepin-2-yl)-propionic acid). Isolated yield 45.4%. Reaction SMILES: [Cl:1][C:2]1[CH:22]=[CH:21][C:5]2[CH2:6][C:7](=[O:20])[C:8]3[CH:14]=[C:13]([CH:15]([CH3:19])[C:16](N)=[O:17])[CH:12]=[CH:11][C:9]=3[S:10][C:4]=2[CH:3]=1.[OH-:23].[K+].O.Cl>CCCCCC.CO.O1CCCC1>[Cl:1][C:2]1[CH:22]=[CH:21][C:5]2[CH2:6][C:7](=[O:20])[C:8]3[CH:14]=[C:13]([CH:15]([CH3:19])[C:16]([OH:23])=[O:17])[CH:12]=[CH:11][C:9]=3[S:10][C:4]=2[CH:3]=1 |f:1.2|. Procedure details: A mixture of 0.2 g of 2-(7-chloro-10,11-dihydro-11-oxodibenzo[b,f]thiepin-2-yl)-propionamide, 10 g of potassium hydroxide, 60 ml of water, 20 ml of tetrahydrofuran and 200 ml of methanol was refluxed for 5 hours. The solvent was removed by distillation to obtain a residue, to which was added ice water, and the mixture was acidified with hydrochloric acid and extracted with chloroform. The extract was washed with water and dried over anhydrous sodium sulfate. The solvent was distilled off to obta... Yields the product O=Cc1c(O)ccc2c1CCCO2. Starting materials: BrB(Br)Br, ClCCl, COc1ccc2c(c1C=O)CCCO2. Reaction SMILES: [B:15]([Br:16])([Br:17])[Br:18].[CH2:19]([Cl:20])[Cl:21].[CH3:1][O:2][c:3]1[cH:4][cH:5][c:6]2[c:7]([c:12]1[CH:13]=[O:14])[CH2:8][CH2:9][CH2:10][O:11]2>>[OH:2][c:3]1[cH:4][cH:5][c:6]2[c:7]([c:12]1[CH:13]=[O:14])[CH2:8][CH2:9][CH2:10][O:11]2.